Dataset: the Open Reaction Database (ORD), a public repository of structured organic reaction records. Task: describe an organic reaction: reactants, conditions, products, and yield The reactants are CC1=C(N)C(=CC=C1)C (2,6-Dimethylaniline), ClCC1COCO1 (5-chloromethyl-1,3-dioxolane), C([O-])([O-])=O.[K+].[K+] (potassium carbonate). Product: O1COCC1CNC1=C(C=CC=C1C)C (N-(1,3-dioxolan-5-ylmethyl)-2,6-dimethylaniline). Reported procedure: 2,6-Dimethylaniline (94.5 grams), 5-chloromethyl-1,3-dioxolane (31.8 grams), potassium carbonate (36.7 grams) and tetraethylammonium chloride (2 grams) were charged into a glass reaction vessel equipped with a mechanical stirrer, thermometer and reflux condenser. The reaction mixture was heated at reflux for a period of 48 hours. After this time the mixture was filtered and distilled to yield the desired product N-(1,3-dioxolan-5-ylmethyl)-2,6-dimethylaniline having a boiling point of 132°C unde... RXN SMILES: [CH3:1][C:2]1[CH:8]=[CH:7][CH:6]=[C:5]([CH3:9])[C:3]=1[NH2:4].Cl[CH2:11][CH:12]1[O:16][CH2:15][O:14][CH2:13]1.C(=O)([O-])[O-].[K+].[K+]>[Cl-].C([N+](CC)(CC)CC)C>[O:16]1[CH:12]([CH2:11][NH:4][C:3]2[C:5]([CH3:9])=[CH:6][CH:7]=[CH:8][C:2]=2[CH3:1])[CH2:13][O:14][CH2:15]1 |f:2.3.4,5.6|. Reagents/catalysts: [Cl-].C(C)[N+](CC)(CC)CC (tetraethylammonium chloride). Reactants: ClC1=C(C=C(C(=O)O)C=C1)C(F)(F)F (4-Chloro-3-(trifluoromethyl)benzoic acid), C(#N)C=1C(=C2C=CN(C2=CC1)CC(NO)=N)C(F)(F)F (2-[5-Cyano-4-(trifluoromethyl)-1H-indol-1-yl]-N-hydroxyethanimidamide). Run in CC#N (CH3CN). Reaction conditions: time 1 hour. The product is ClC1=C(C=C(C=C1)C1=NC(=NO1)CN1C=CC2=C(C(=CC=C12)C#N)C(F)(F)F)C(F)(F)F (1-({5-[4-Chloro-3-(trifluoromethyl)phenyl]-1,2,4-oxadiazol-3-yl}methyl)-4-(trifluoromethyl)-1H-indole-5-carbonitrile). Yield: 65.8%. RXN SMILES: [Cl:1][C:2]1[CH:10]=[CH:9][C:5]([C:6]([OH:8])=O)=[CH:4][C:3]=1[C:11]([F:14])([F:13])[F:12].[C:15]([C:17]1[C:18]([C:31]([F:34])([F:33])[F:32])=[C:19]2[C:23](=[CH:24][CH:25]=1)[N:22]([CH2:26][C:27](=[NH:30])[NH:28]O)[CH:21]=[CH:20]2)#[N:16]>CC#N>[Cl:1][C:2]1[CH:10]=[CH:9][C:5]([C:6]2[O:8][N:30]=[C:27]([CH2:26][N:22]3[C:23]4[C:19](=[C:18]([C:31]([F:34])([F:32])[F:33])[C:17]([C:15]#[N:16])=[CH:25][CH:24]=4)[CH:20]=[CH:21]3)[N:28]=2)=[CH:4][C:3]=1[C:11]([F:14])([F:13])[F:12]. Reported procedure: 4-Chloro-3-(trifluoromethyl)benzoic acid (0.016 g, 0.071 mmol) and CDl (0.012 g, 0.071 mmol) were combined in in CH3CN (3 mL). 2-[5-Cyano-4-(trifluoromethyl)-1H-indol-1-yl]-N-hydroxyethanimidamide (0.020 g, 0.071 mmol) was added after 5 min. After stirring at rt for 1 h, the reaction was heated at 150° C. in a microwave for 10 min. Purification (SiO2, EtOAc/hexanes) afforded the title compound (0.022 g): MS (ESI): m/z 471 (M+1). Reaction SMILES: [Cl:1][c:2]1[c:3]([F:16])[c:4]([NH:9][C:10]([C:11]([F:12])([F:13])[F:14])=[O:15])[cH:5][cH:6][c:7]1[F:8].[OH:17][N+:18]([O-:19])=[O:20].[S:21](=[O:22])(=[O:23])([OH:24])[OH:25]>>[Cl:1][c:2]1[c:3]([F:16])[c:4]([NH:9][C:10]([C:11]([F:12])([F:13])[F:14])=[O:15])[c:5]([N+:18](=[O:17])[O-:19])[cH:6][c:7]1[F:8]. Reactants: O=C(Nc1ccc(F)c(Cl)c1F)C(F)(F)F, O=[N+]([O-])O, O=S(=O)(O)O. Yields the product O=C(Nc1c([N+](=O)[O-])cc(F)c(Cl)c1F)C(F)(F)F. Run at time 2 hour. Solvent: C(Cl)Cl (CH2Cl2), C1CCOC1 (THF), C1CCOC1 (THF). Yields the product C(C1=CC=CC=C1)[C@@H]1N(C(OC1)=O)C(CC1=C(C=C(C=C1)Br)C)=O ((S)-4-Benzyl-3-(2-(4-bromo-2-methylphenyl)acetyl)oxazolidin-2-one). Starting materials: BrC1=CC(=C(C=C1)CC(=O)O)C (2-(4-Bromo-2-methylphenyl)acetic acid), C(C(=O)Cl)(=O)Cl (oxalyl chloride), C(C1=CC=CC=C1)[C@@H]1NC(OC1)=O ((S)-4-benzyloxazolidin-2-one), C(CCC)[Li] (n-butyllithium), acylchloride, [Cl-].[NH4+] (ammonium chloride). Reaction SMILES: [Br:1][C:2]1[CH:7]=[CH:6][C:5]([CH2:8][C:9]([OH:11])=O)=[C:4]([CH3:12])[CH:3]=1.C(Cl)(=O)C(Cl)=O.[CH2:19]([C@H:26]1[CH2:30][O:29][C:28](=[O:31])[NH:27]1)[C:20]1[CH:25]=[CH:24][CH:23]=[CH:22][CH:21]=1.C([Li])CCC.[Cl-].[NH4+]>C(Cl)Cl.C1COCC1.CN(C=O)C>[CH2:19]([C@H:26]1[CH2:30][O:29][C:28](=[O:31])[N:27]1[C:9](=[O:11])[CH2:8][C:5]1[CH:6]=[CH:7][C:2]([Br:1])=[CH:3][C:4]=1[CH3:12])[C:20]1[CH:21]=[CH:22][CH:23]=[CH:24][CH:25]=1 |f:4.5|. Reported procedure: To 16B (11 g, 48.0 mmol) in CH2Cl2 (200 ml) was added oxalyl chloride (7.36 ml, 84 mmol) and DMF (0.112 ml, 1.441 mmol). The reaction was stirred at rt for 2 h. The solvent was removed and chased with ethyl acetate (2×). The residue was dried under high vac for 1.5 h. To (S)-4-benzyloxazolidin-2-one (10.21 g, 57.6 mmol) in THF (200 ml) at −78° C. was added n-butyllithium (1.6 M in hexanes, 36.0 ml, 57.6 mmol). The reaction was stirred for 25 min at −78° C. Then the above acylchloride dissolved i... Reagents/catalysts: CN(C)C=O (DMF). Yield: 75.6%. The reactants are CC1=CC=C(C=C1)S(=O)(=O)N(C)N=O (Diazald), ClC=1C=CC(=C(C(=O)Cl)C1)OC (5-chloro-2-methoxybenzoyl chloride), [N+](=[N-])=C (diazomethane), CN(S(=O)(=O)C1=CC=C(C=C1)C)N=O (N-methyl-N-nitroso-p-toluenesulfonamide), [OH-].[K+] (potassium hydroxide). The solvent is CCOCC (ether), O (H2O), C(C)O (ethanol), CCOCC (ether). Conditions: time 30 minute. Product: ClC=1C=CC2=C(C(CO2)=O)C1 (5-Chloro-3-benzofuranone). Yield: 94.9%. RXN SMILES: [N+](=C)=[N-].CN(N=O)S(C1C=CC(C)=CC=1)(=O)=O.[OH-].[K+].[Cl:20][C:21]1[CH:22]=[CH:23][C:24]([O:30][CH3:31])=[C:25]([CH:29]=1)[C:26](Cl)=[O:27]>CCOCC.O.C(O)C>[Cl:20][C:21]1[CH:22]=[CH:23][C:24]2[O:30][CH2:31][C:26](=[O:27])[C:25]=2[CH:29]=1 |f:2.3|. Procedure: According to the procedure of M. E. Jung et al., J. Org. Chem., 53, 423 (1988), a solution of diazomethane in ether [prepared from N-methyl-N-nitroso-p-toluenesulfonamide (5.8 g, 0.026 mol) and potassium hydroxide (2.9 g, 0.052 mol) in H2O (7 mL), ethanol (10 mL), and ether (70 mL) utilizing a mini-Diazald® apparatus] was added to 5-chloro-2-methoxybenzoyl chloride (2.0 g, 0.010 mol). The resulting mixture was stirred for 30 minutes, concentrated, and acetic acid (20 mL) was added. After 15 minu... Starting materials: FC1=C(C=CC(=C1)F)N1NC=2[C@]3(CC[C@@H](C2C1=O)C3(C)C)C ((4R,7S)-2-(2,4-difluoro-phenyl)-7,8,8-trimethyl-1,2,4,5,6,7-hexahydro-4,7-methano-indazol-3-one), FC1=C(C=CC(=C1)F)N1NC=2[C@]3(CC[C@@H](C2C1=O)C3(C)C)C ((4R,7S)-2-(2,4-difluoro-phenyl)-7,8,8-trimethyl-1,2,4,5,6,7-hexahydro-4,7-methano-indazol-3-one), IC (iodomethane). Run in CN1CCCC1 (N-methylpyrrolidine), C(C)(=O)OCC (ethyl acetate). The product is FC1=C(C=CC(=C1)F)N1N(C=2[C@]3(CC[C@@H](C2C1=O)C3(C)C)C)C ((4R,7S)-2-(2,4-difluoro-phenyl)-1,7,8,8-tetramethyl-1,2,4,5,6,7-hexahydro-4,7-methano-indazol-3-one). The yield is 65.3%. Reaction SMILES: [F:1][C:2]1[CH:7]=[C:6]([F:8])[CH:5]=[CH:4][C:3]=1[N:9]1[C:17](=[O:18])[C:16]2[C@H:15]3[C:19]([CH3:21])([CH3:20])[C@:12]([CH3:22])([CH2:13][CH2:14]3)[C:11]=2[NH:10]1.I[CH3:24]>CN1CCCC1.C(OCC)(=O)C>[F:1][C:2]1[CH:7]=[C:6]([F:8])[CH:5]=[CH:4][C:3]=1[N:9]1[C:17](=[O:18])[C:16]2[C@H:15]3[C:19]([CH3:21])([CH3:20])[C@:12]([CH3:22])([CH2:13][CH2:14]3)[C:11]=2[N:10]1[CH3:24]. Procedure details: A solution of (4R,7S)-2-(2,4-difluoro-phenyl)-7,8,8-trimethyl-1,2,4,5,6,7-hexahydro-4,7-methano-indazol-3-one (Intermediate 42; 153 mg, 0.5 mmol) and iodomethane (0.16 mL, 2.55 mmol) in N-methylpyrrolidine (1 mL) was heated at 100° C. in a sealed tube overnight. The reaction mixture was purified by preparative HPLC to give a brown semi-solid which was dissolved in ethyl acetate. The solution was washed with 10% aqueous sodium thiosulfate (three times) and brine, dried (sodium sulfate), filtered,... Reactants: NC(Cc1ccccc1)C(=O)O, [Na+], [OH-]. Product: OCCc1ccccc1. As a reaction SMILES: [NH2:1][CH:2]([CH2:3][c:4]1[cH:5][cH:6][cH:7][cH:8][cH:9]1)[C:10](=[O:11])[OH:12].[Na+:14].[OH-:13]>>[CH2:2]([CH2:3][c:4]1[cH:5][cH:6][cH:7][cH:8][cH:9]1)[OH:13]. The reactants are CC1=C(N)C=CC=C1[N+](=O)[O-] (2-methyl-3-nitroaniline), C(=O)(O)[O-].[Na+] (NaHCO3), BrCC(=O)Br (bromoacetyl bromide). Solvent: C(Cl)Cl (CH2Cl2). Run at time 64 hour. Yields the product BrCC(=O)NC1=C(C(=CC=C1)[N+](=O)[O-])C (2-bromo-N-(2-methyl-3-nitrophenyl)acetamide). Reaction SMILES: [CH3:1][C:2]1[C:8]([N+:9]([O-:11])=[O:10])=[CH:7][CH:6]=[CH:5][C:3]=1[NH2:4].C([O-])(O)=O.[Na+].[Br:17][CH2:18][C:19](Br)=[O:20]>C(Cl)Cl>[Br:17][CH2:18][C:19]([NH:4][C:3]1[CH:5]=[CH:6][CH:7]=[C:8]([N+:9]([O-:11])=[O:10])[C:2]=1[CH3:1])=[O:20] |f:1.2|. Procedure: To a solution of 2-methyl-3-nitroaniline (5.0 g, 32.9 mmol) in 120 ml of CH2Cl2 was added 120 ml of saturated NaHCO3 and bromoacetyl bromide (2.85 ml, 6.6 g, 32.9 mmol). The reaction was stirred at room temperature for 64 hours. The layers were separated, and the organic layer was washed with water, brine and then dried over MgSO4. Solvent evaporation afforded 2-bromo-N-(2-methyl-3-nitrophenyl)acetamide as a yellow solid.